From a dataset of the Open Reaction Database (ORD), a public repository of structured organic reaction records. describe an organic reaction: reactants, conditions, products, and yield As a reaction SMILES: [F:1][C:2]1[CH:7]=[CH:6][C:5]([O:8][CH:9]2[CH2:14][CH2:13][CH:12]([O:15]CC3C=CC=CC=3)[CH2:11][CH2:10]2)=[CH:4][CH:3]=1.[H][H]>[Pd].CO>[F:1][C:2]1[CH:3]=[CH:4][C:5]([O:8][CH:9]2[CH2:10][CH2:11][CH:12]([OH:15])[CH2:13][CH2:14]2)=[CH:6][CH:7]=1. The reactants are [H][H] (hydrogen), 17.1, FC1=CC=C(C=C1)OC1CCC(CC1)OCC1=CC=CC=C1 (1-fluoro-4-[[4-(phenylmethoxy)cyclohexyl]oxy]benzene). Solvent: CO (methanol). Reported procedure: A mixture of 17.1 parts of 1-fluoro-4-[[4-(phenylmethoxy)cyclohexyl]oxy]benzene and 160 parts of methanol was hydrogenated at normal pressure and at room temperature with 2 parts of palladium-on-charcoal catalyst 10%. After the calculated amount of hydrogen was taken up, the catalyst was filtered off over Hyflo and the filtrate was evaporated, yielding 8.9 parts (74.3%) of 4-(4-fluorophenoxy)cyclohexanol as a residue (139). Reagents/catalysts: [Pd] (palladium-on-charcoal). The product is FC1=CC=C(OC2CCC(CC2)O)C=C1 (4-(4-fluorophenoxy)cyclohexanol), ( 139 ). Isolated yield 74.3%. Reactants: C(C(C)C)(=O)Cl (isobutyryl chloride), N1=CC=CC=C1 (pyridine), FC(C1=CC=C(C=C1)NC(=O)N1N=C(C(C1)NC)C1=CC=C(C=C1)Cl)(F)F (N-(4-trifluoromethylphenyl)-3-(4-chlorophenyl)-4-(N-methylamino)-4,5-dihydro-1H-pyrazole-1-carboxamide). Solvent: C(C)(=O)OCC (ethyl acetate), C(C)(=O)OCC (ethyl acetate). Run at time 8 hour. Product: FC(C1=CC=C(C=C1)NC(=O)N1N=C(C(C1)N(C(C(C)C)=O)C)C1=CC=C(C=C1)Cl)(F)F (N-(4-trifluoromethylphenyl)-3-(4-chlorophenyl)-4-(N-methyl-N-(isobutyryl)amino)-4,5-dihydro-1H-pyrazole-1-carboxamide). Isolated yield 80.9%. RXN SMILES: [F:1][C:2]([F:27])([F:26])[C:3]1[CH:8]=[CH:7][C:6]([NH:9][C:10]([N:12]2[CH2:16][CH:15]([NH:17][CH3:18])[C:14]([C:19]3[CH:24]=[CH:23][C:22]([Cl:25])=[CH:21][CH:20]=3)=[N:13]2)=[O:11])=[CH:5][CH:4]=1.[C:28](Cl)(=[O:32])[CH:29]([CH3:31])[CH3:30].N1C=CC=CC=1>C(OCC)(=O)C>[F:27][C:2]([F:1])([F:26])[C:3]1[CH:8]=[CH:7][C:6]([NH:9][C:10]([N:12]2[CH2:16][CH:15]([N:17]([CH3:18])[C:28](=[O:32])[CH:29]([CH3:31])[CH3:30])[C:14]([C:19]3[CH:24]=[CH:23][C:22]([Cl:25])=[CH:21][CH:20]=3)=[N:13]2)=[O:11])=[CH:5][CH:4]=1. Procedure: To 1.8 g (4.5 mmole) of N-(4-trifluoromethylphenyl)-3-(4-chlorophenyl)-4-(N-methylamino)-4,5-dihydro-1H-pyrazole-1-carboxamide (Example 116) in 10 ml of ethyl acetate cooled to 0° C. was added 0.5 g (4.7 mmole) of isobutyryl chloride and 0.4 g of pyridine. After stirring overnight the mixture was diluted with ethyl acetate, washed with water and brine and dried over anhydrous magnesium sulfate. Concentration in vacuo and trituration with diethyl ether gave 1.7 g of the title compound, a white so...